Dataset: the Open Reaction Database (ORD), a public repository of structured organic reaction records. Task: describe an organic reaction: reactants, conditions, products, and yield The reactants are OC1=NC(=CC=C1[N+](=O)[O-])OC1=C(C=C(C=C1)C(F)(F)F)Cl (2-hydroxy-3-nitro-6-(2-chloro-4-trifluoromethylphenoxy)pyridine), S(=O)(Cl)Cl (thionyl chloride), CN(C=O)C (dimethylformamide). Solvent: O (water). The product is ClC1=NC(=CC=C1[N+](=O)[O-])OC1=C(C=C(C=C1)C(F)(F)F)Cl (2-Chloro-3-nitro-6-(2-chloro-4-trifluoromethylphenoxy)pyridine). Yield: 50.0%. Reaction SMILES: O[C:2]1[C:7]([N+:8]([O-:10])=[O:9])=[CH:6][CH:5]=[C:4]([O:11][C:12]2[CH:17]=[CH:16][C:15]([C:18]([F:21])([F:20])[F:19])=[CH:14][C:13]=2[Cl:22])[N:3]=1.S(Cl)([Cl:25])=O.CN(C)C=O>O>[Cl:25][C:2]1[C:7]([N+:8]([O-:10])=[O:9])=[CH:6][CH:5]=[C:4]([O:11][C:12]2[CH:17]=[CH:16][C:15]([C:18]([F:21])([F:20])[F:19])=[CH:14][C:13]=2[Cl:22])[N:3]=1. Reported procedure: 5.0 g of 2-hydroxy-3-nitro-6-(2-chloro-4-trifluoromethylphenoxy)pyridine prepared in Preparation Example 3, 3.55 g of thionyl chloride, and 0.2 ml of dimethylformamide were charged in a flask, and the mixture was allowed to react at 80° C. for 4 hours while stirring. After completion of the reaction, the reaction product was poured into water, followed by subjecting to purification in the same manner as in Preparation Example 2 to obtain 2.64 g of a titled compound having a melting point of 53° ... Starting materials: ClC1=CN=CC(=N1)C(=O)N1CCC(CC1)N1CCC(CC1)N1C(NC2=C1C=CC=C2)=O (1,3-dihydro-1-{1-[1-(6-chloro-2-pyrazinecarbonyl)piperidin-4-yl]piperidin-4-yl}-2H-benzimidazol-2-one), [N-]=[N+]=[N-].[Na+] (sodium azide). Solvent: CN(C=O)C (N,N-dimethylformamide). Conditions: time 24 hour. Product: N(=[N+]=[N-])C1=CN=CC(=N1)C(=O)N1CCC(CC1)N1CCC(CC1)N1C(NC2=C1C=CC=C2)=O (1,3-dihydro-1-{1-[1-(6-azido-2-pyrazinecarbonyl)piperidin-4-yl]piperidin-4-yl}-2H-benzimidazol-2-one). The yield is 105.1%. RXN SMILES: Cl[C:2]1[N:7]=[C:6]([C:8]([N:10]2[CH2:15][CH2:14][CH:13]([N:16]3[CH2:21][CH2:20][CH:19]([N:22]4[C:26]5[CH:27]=[CH:28][CH:29]=[CH:30][C:25]=5[NH:24][C:23]4=[O:31])[CH2:18][CH2:17]3)[CH2:12][CH2:11]2)=[O:9])[CH:5]=[N:4][CH:3]=1.[N-:32]=[N+:33]=[N-:34].[Na+]>CN(C)C=O>[N:32]([C:2]1[N:7]=[C:6]([C:8]([N:10]2[CH2:15][CH2:14][CH:13]([N:16]3[CH2:21][CH2:20][CH:19]([N:22]4[C:26]5[CH:27]=[CH:28][CH:29]=[CH:30][C:25]=5[NH:24][C:23]4=[O:31])[CH2:18][CH2:17]3)[CH2:12][CH2:11]2)=[O:9])[CH:5]=[N:4][CH:3]=1)=[N+:33]=[N-:34] |f:1.2|. Reported procedure: A mixture of 0.15 g of 1,3-dihydro-1-{1-[1-(6-chloro-2-pyrazinecarbonyl)piperidin-4-yl]piperidin-4-yl}-2H-benzimidazol-2-one, 0.26 g of sodium azide and 5 mL of anhydrous N,N-dimethylformamide was stirred for 24 h, then concentrated to dryness under reduced pressure. The residue was partitioned between 50 mL of chloroform and 5 mL of saturated sodium carbonate and the organic extracts dried over MgSO4. Removal of solvents under reduced pressure and drying under vacuum gave 0.16 g of crude 1,3-di... The reactants are NC=1C2=C(SC1C(=O)OC)C=CC=C2OC (methyl 3-amino-4-methoxybenzo[b]thiophene-2-carboxylate), C=O (paraformaldehyde), ClC1=CC=CC=2SC(=C(C21)N(C)C)C(=O)OC (methyl 4-chloro-3-(dimethylamino)benzo[b]thiophene-2-carboxylate). Product: CN(C=1C2=C(SC1C(=O)OC)C=CC=C2OC)C (methyl 3-(dimethylamino)-4-methoxybenzo[b]thiophene-2-carboxylate). As a reaction SMILES: NC1C2C(OC)=CC=CC=2SC=1[C:7](OC)=[O:8].C=O.Cl[C:20]1[C:28]2[C:27]([N:29]([CH3:31])[CH3:30])=[C:26]([C:32]([O:34][CH3:35])=[O:33])[S:25][C:24]=2[CH:23]=[CH:22][CH:21]=1>>[CH3:30][N:29]([CH3:31])[C:27]1[C:28]2[C:20]([O:8][CH3:7])=[CH:21][CH:22]=[CH:23][C:24]=2[S:25][C:26]=1[C:32]([O:34][CH3:35])=[O:33]. Procedure: Alkylation of methyl 3-amino-4-methoxybenzo[b]thiophene-2-carboxylate (1.4 g, 5.9 mmol) [Beck J. R., supra] with paraformaldehyde as described for the preparation of methyl 4-chloro-3-(dimethylamino)benzo[b]thiophene-2-carboxylate provides methyl 3-(dimethylamino)-4-methoxybenzo[b]thiophene-2-carboxylate as a crude solid suitable for further synthesis; mp=69°-73° C. Procedure details: [3-(4-Bromo-3-fluorophenyl)-4,5-dihydroisoxazol-5-yl]methane sulfonate (9.85 g, 28 mmol) was dissolved in dry DMF (100 ml). Sodium azide (2.73 g, 42 mmol) was added and the reaction mixture stirred at 80° C. for 5 hours. The reaction mixture was concentrated in vacuo then azeotroped with xylene (20 ml). The crude product was dissolved in ethyl acetate (100 ml) and washed with water (100 ml). The organic layer was separated, dried over magnesium sulfate, filtered then concentrated in vacuo to yie... The reactants are BrC1=C(C=C(C=C1)C1=NOC(C1)CS(=O)(=O)[O-])F ([3-(4-Bromo-3-fluorophenyl)-4,5-dihydroisoxazol-5-yl]methane sulfonate), [N-]=[N+]=[N-].[Na+] (Sodium azide). The yield is 96.1%. Reaction conditions: temperature 80 celsius, time 5 hour. As a reaction SMILES: [Br:1][C:2]1[CH:7]=[CH:6][C:5]([C:8]2[CH2:12][CH:11]([CH2:13]S([O-])(=O)=O)[O:10][N:9]=2)=[CH:4][C:3]=1[F:18].[N-:19]=[N+:20]=[N-:21].[Na+]>CN(C=O)C>[N:19]([CH2:13][CH:11]1[O:10][N:9]=[C:8]([C:5]2[CH:6]=[CH:7][C:2]([Br:1])=[C:3]([F:18])[CH:4]=2)[CH2:12]1)=[N+:20]=[N-:21] |f:1.2|. The product is N(=[N+]=[N-])CC1CC(=NO1)C1=CC(=C(C=C1)Br)F (5-(Azidomethyl)-3-(4-bromo-3-fluorophenyl)-4,5-dihydroisoxazole). The solvent is CN(C)C=O (DMF). The reactants are C1(CCCCC1)=O (cyclohexanone), [O-]S(=O)(=O)[O-].[Mg+2] (MgSO4), C(C1=CC=CC=C1)N1CCNCC1 (1-benzylpiperazine), OC(C#N)(C)C (2-hydroxyisobutyronitrile). Run in CN(C(C)=O)C (N,N-dimethylacetamide). Reaction conditions: temperature 45 celsius, time 30 minute. Yields the product C(C1=CC=CC=C1)N1CCN(CC1)C1(CCCCC1)C#N (1-(4-Benzyl-1-piperazinyl)cyclohexanecarbonitrile). Reaction SMILES: [C:1]1(=O)[CH2:6][CH2:5][CH2:4][CH2:3][CH2:2]1.[O-]S([O-])(=O)=O.[Mg+2].[CH2:14]([N:21]1[CH2:26][CH2:25][NH:24][CH2:23][CH2:22]1)[C:15]1[CH:20]=[CH:19][CH:18]=[CH:17][CH:16]=1.OC(C)(C)[C:29]#[N:30]>CN(C)C(=O)C>[CH2:14]([N:21]1[CH2:26][CH2:25][N:24]([C:1]2([C:29]#[N:30])[CH2:6][CH2:5][CH2:4][CH2:3][CH2:2]2)[CH2:23][CH2:22]1)[C:15]1[CH:16]=[CH:17][CH:18]=[CH:19][CH:20]=1 |f:1.2|. Procedure details: 5.7 g of cyclohexanone, 20 g of dry MgSO4, 10 g of N,N-dimethylacetamide, 10 g of 1-benzylpiperazine and 9.5 ml of 2-hydroxyisobutyronitrile are mixed together and heated at 45° C. for 48 hours with vigorous stirring. The reaction mixture is poured onto ice and left stirring for 30 minutes. The mixture is extracted with ether, the organic phase is washed several times with water and dried over Na2SO4, and the solvent is evaporated off under vacuum. 15 g of the expected product are obtained. The reactants are O=C1c2ccccc2C(=O)N1CCBr, CO, CS(C)=O, Cl, N#CSc1ccc(O)c([N+](=O)[O-])c1, O. The product is O=C1c2ccccc2C(=O)N1CCSc1ccc(O)c([N+](=O)[O-])c1. RXN SMILES: [Br:16][CH2:17][CH2:18][N:19]1[C:20](=[O:29])[c:21]2[c:22]([cH:25][cH:26][cH:27][cH:28]2)[C:23]1=[O:24].[CH3:1][OH:2].[CH3:31][S:32](=[O:33])[CH3:34].[ClH:30].[N+:3](=[O:4])([O-:5])[c:6]1[c:7]([OH:15])[cH:8][cH:9][c:10]([S:12][C:13]#[N:14])[cH:11]1.[OH2:35]>>[N+:3](=[O:4])([O-:5])[c:6]1[c:7]([OH:15])[cH:8][cH:9][c:10]([S:12][CH2:13][CH2:18][N:19]2[C:20](=[O:29])[c:21]3[c:22]([cH:25][cH:26][cH:27][cH:28]3)[C:23]2=[O:24])[cH:11]1. Starting materials: P(=O)([O-])([O-])[O-].[Na+].[Na+].[Na+] (sodium phosphate), resultant solutions, C1=CC=C(C(=C1)[N+](=O)[O-])O[C@H]2[C@@H]([C@H]([C@H]([C@H](O2)CO)O)O)O (ONPG), C([O-])(O)=O.[Na+] (sodium bicarbonate). Run in C1(=CC=CC=C1)C (toluene). The product is C1=CC=C(C(=C1)[N+](=O)[O-])OC2C(C(C(C(O2)CO)O)O)O (o-nitrophenyl-β-D-galactopyranoside). As a reaction SMILES: P([O-])([O-])([O-])=O.[Na+].[Na+].[Na+].[CH:9]1[CH:14]=[C:13]([N+:15]([O-:17])=[O:16])[C:12]([O:18][C@@H:19]2[O:24][C@H:23]([CH2:25][OH:26])[C@H:22]([OH:27])[C@H:21]([OH:28])[C@H:20]2[OH:29])=[CH:11][CH:10]=1.C(=O)(O)[O-].[Na+]>C1(C)C=CC=CC=1>[CH:9]1[CH:14]=[C:13]([N+:15]([O-:17])=[O:16])[C:12]([O:18][CH:19]2[O:24][CH:23]([CH2:25][OH:26])[CH:22]([OH:27])[CH:21]([OH:28])[CH:20]2[OH:29])=[CH:11][CH:10]=1 |f:0.1.2.3,5.6|. Reported procedure: The assay used is based on that of Lederberg (J. Bacteriol. 1950, 60, 381), using an assay mixture comprising 2.8 ml of 50 mM sodium phosphate, pH 7.0, and 0.1 ml of 68 mM ONPG. 0.1 ml aliquots of both purified enzyme and toluene-treated cell suspension, and 10 mg. amounts in 2.9 ml of buffer of freeze dried immobilised whole cell preparation are used for the assays. Assays are carried out at incubation temperature of 65° C. and after the appropriate time interval the reactions are halted by add...